Dataset: the Open Reaction Database (ORD), a public repository of structured organic reaction records. Task: describe an organic reaction: reactants, conditions, products, and yield Starting materials: compound 50a, C(C)OC(C(CC(C)C)C=1C=C(C=C(C1)C1CN(CCC1)CC1=CC2=C(N=NN2C)C=C1)C1=CC=C(C=C1)C(F)(F)F)=O (4-Methyl-2-{5-[1-(3-methyl-3H-benzotriazol-5-ylmethyl)-piperidin-3-yl]-4′-trifluoromethyl-biphenyl-3-yl}-pentanoic acid ethyl ester), [OH-].[K+] (KOH). The solvent is CCO (EtOH). Reaction conditions: temperature 78 celsius. Yields the product CC(CC(C(=O)O)C=1C=C(C=C(C1)C1CN(CCC1)CC1=CC2=C(N=NN2C)C=C1)C1=CC=C(C=C1)C(F)(F)F)C (4-Methyl-2-{5-[1-(3-methyl-3H-benzotriazol-5-ylmethyl)-piperidin-3-yl]-4′-trifluoromethyl-biphenyl-3-yl}-pentanoic acid). Reaction SMILES: C([O:3][C:4](=[O:43])[CH:5]([C:10]1[CH:11]=[C:12]([C:33]2[CH:38]=[CH:37][C:36]([C:39]([F:42])([F:41])[F:40])=[CH:35][CH:34]=2)[CH:13]=[C:14]([CH:16]2[CH2:21][CH2:20][CH2:19][N:18]([CH2:22][C:23]3[CH:32]=[CH:31][C:26]4[N:27]=[N:28][N:29]([CH3:30])[C:25]=4[CH:24]=3)[CH2:17]2)[CH:15]=1)[CH2:6][CH:7]([CH3:9])[CH3:8])C.[OH-].[K+]>CCO>[CH3:8][CH:7]([CH3:9])[CH2:6][CH:5]([C:10]1[CH:11]=[C:12]([C:33]2[CH:34]=[CH:35][C:36]([C:39]([F:41])([F:40])[F:42])=[CH:37][CH:38]=2)[CH:13]=[C:14]([CH:16]2[CH2:21][CH2:20][CH2:19][N:18]([CH2:22][C:23]3[CH:32]=[CH:31][C:26]4[N:27]=[N:28][N:29]([CH3:30])[C:25]=4[CH:24]=3)[CH2:17]2)[CH:15]=1)[C:4]([OH:43])=[O:3] |f:1.2|. Reported procedure: To compound 50a, 4-Methyl-2-{5-[1-(3-methyl-3H-benzotriazol-5-ylmethyl)-piperidin-3-yl]-4′-trifluoromethyl-biphenyl-3-yl}-pentanoic acid ethyl ester (59.0 mg, 0.10 mmol) in EtOH (5.0 ml) was added 2M KOH (0.50 ml, 1.0 mmol). The reaction was heated to 78° C. for 2 hour, cooled to room temperature, and concentrated in vacuo. Purification via Gilson HPLC, salt exchange with 1N HCl (aqueous) gave the product as a white lyophilate, (32 mg, 53%). 1H NMR (400 MHz, MeOD) δ ppm 0.89-0.97 (m, 6 H) 1.49 (...